The task is: describe an organic reaction: reactants, conditions, products, and yield. This data is from the Open Reaction Database (ORD), a public repository of structured organic reaction records. Reactants: CCCN(c1ccc(C(=O)OCC)cc1)c1cc2c(cc1C)C(C)(C)CCN2C(C)C, CCO, [K+], [OH-]. Product: CCCN(c1ccc(C(=O)O)cc1)c1cc2c(cc1C)C(C)(C)CCN2C(C)C. As a reaction SMILES: [CH2:1]([CH3:2])[O:3][C:4]([c:5]1[cH:6][cH:7][c:8]([N:11]([CH2:12][CH2:13][CH3:14])[c:15]2[c:16]([CH3:30])[cH:17][c:18]3[c:23]([cH:24]2)[N:22]([CH:25]([CH3:26])[CH3:27])[CH2:21][CH2:20][C:19]3([CH3:28])[CH3:29])[cH:9][cH:10]1)=[O:31].[CH3:34][CH2:35][OH:36].[K+:33].[OH-:32]>>[O:3]=[C:4]([c:5]1[cH:6][cH:7][c:8]([N:11]([CH2:12][CH2:13][CH3:14])[c:15]2[c:16]([CH3:30])[cH:17][c:18]3[c:23]([cH:24]2)[N:22]([CH:25]([CH3:26])[CH3:27])[CH2:21][CH2:20][C:19]3([CH3:28])[CH3:29])[cH:9][cH:10]1)[OH:31]. Reported procedure: A mixture of 4-bromo-10-(benzyloxy)-2-(3-chloro-4-fluorobenzyl)-8-methyl-7,8-dihydropyrazino[1′,2′:1,5]pyrrolo[2,3-d]pyridazine-1,9(2H,6H)-dione (1.00 g, 1.83 mmol), tributyl(1-ethoxyvinyl)tin (0.73 g, 2.01 mmol), and trans-dichlorobis(triphenylphosphine)palladium (II) (64 mg, 92 μmol) in dioxane (10 mL) was purged with nitrogen for 15 minutes. The reaction mixture was heated in a sealed tube at 100° C. overnight. The product mixture was filtered through a pad of Celite, and the filtrate concent... Reaction conditions: temperature 100 celsius. The product is C(C)OC=COC=COCC (ethoxyvinyl ether). As a reaction SMILES: BrC1C2N3CCN(C)C(=O)C3=[C:10]([O:11][CH2:12][C:13]3C=CC=CC=3)[C:6]=2C(=O)N(CC2C=CC(F)=C(Cl)C=2)N=1.C([Sn](CCCC)(CCCC)C(OCC)=C)CCC.[O:53]1[CH2:58][CH2:57][O:56][CH2:55][CH2:54]1>Cl[Pd](Cl)([P](C1C=CC=CC=1)(C1C=CC=CC=1)C1C=CC=CC=1)[P](C1C=CC=CC=1)(C1C=CC=CC=1)C1C=CC=CC=1>[CH2:58]([O:53][CH:54]=[CH:55][O:56][CH:6]=[CH:10][O:11][CH2:12][CH3:13])[CH3:57] |^1:61,80|. The reagents and catalysts are Cl[Pd]([P](C1=CC=CC=C1)(C2=CC=CC=C2)C3=CC=CC=C3)([P](C4=CC=CC=C4)(C5=CC=CC=C5)C6=CC=CC=C6)Cl (trans-dichlorobis(triphenylphosphine)palladium). The reactants are BrC1=NN(C(C2=C1N1C(=C2OCC2=CC=CC=C2)C(N(CC1)C)=O)=O)CC1=CC(=C(C=C1)F)Cl (4-bromo-10-(benzyloxy)-2-(3-chloro-4-fluorobenzyl)-8-methyl-7,8-dihydropyrazino[1′,2′:1,5]pyrrolo[2,3-d]pyridazine-1,9(2H,6H)-dione), C(CCC)[Sn](C(=C)OCC)(CCCC)CCCC (tributyl(1-ethoxyvinyl)tin), O1CCOCC1 (dioxane). Reactants: CC(=O)C1=CC=C(C=C1)OCC=C (4-allyloxyacetophenone), COC1=C(C=O)C=C(C=C1)OC (2,5-dimethoxy-benzaldehyde). Procedure details: 1.76 g (10 mmol) of 4-allyloxyacetophenone and 1.66 g (10 mmol) of 2,5-dimethoxy-benzaldehyde were under an inert atmosphere (argon) dissolved in 10 ml of dry freshly distilled ethanol, and 100 mg of sodium hydroxide was added to the solution. The mixture was left under stirring for 2.5 h and filtered. The precipitate was recrystallized from methanol to give 2.50 g (83%) of 2,5-dimethoxy-4′-prop-2-enyloxychalcone, m.p. 86-87° C. The yield is 77.1%. RXN SMILES: [CH3:1][C:2]([C:4]1[CH:9]=[CH:8][C:7]([O:10][CH2:11][CH:12]=[CH2:13])=[CH:6][CH:5]=1)=[O:3].[CH3:14][O:15][C:16]1[CH:23]=[CH:22][C:21]([O:24][CH3:25])=[CH:20][C:17]=1[CH:18]=O>>[CH3:14][O:15][C:16]1[CH:23]=[CH:22][C:21]([O:24][CH3:25])=[CH:20][C:17]=1[CH:18]=[CH:1][C:2]([C:4]1[CH:9]=[CH:8][C:7]([O:10][CH2:11][CH:12]=[CH2:13])=[CH:6][CH:5]=1)=[O:3]. Yields the product COC1=C(C=C(C=C1)OC)C=CC(=O)C1=CC=C(C=C1)OCC=C (2,5-dimethoxy-4′-prop-2-enyloxychalcone). Conditions: time 2.5 hour. The reactants are C(C)(=O)O (acetic acid), [H-].[Na+] (sodium hydride), CN(C)C=O (DMF), 1h, C1(NCCC2=C1C1=C(S2)C=CC=C1)=O (3,4-dihydro-[1]benzothieno[3,2-c]pyridin-1(2H)- one), CN(C)C=O (DMF), ClCC=1N=CN(C1C)C(C1=CC=CC=C1)(C1=CC=CC=C1)C1=CC=CC=C1 (4-chloromethyl-5-methyl-1-(triphenylmethyl)-1H-imidazole). Run in C1CCOC1 (THF), O (water), C1CCOC1 (THF). Run at time 1.5 hour. The product is C(\C=C/C(=O)O)(=O)O.CC1=C(N=CN1)CN1C(C2=C(CC1)SC1=C2C=CC=C1)=O (3,4-Dihydro-2-[(5-methyl-1H-imidazol-4-yl)methyl]-[1]benzothieno[3,2-c]pyridin-1(2H)-one maleate). RXN SMILES: [C:1]1(=[O:14])[C:6]2[C:7]3[CH:13]=[CH:12][CH:11]=[CH:10][C:8]=3[S:9][C:5]=2[CH2:4][CH2:3][NH:2]1.[H-].[Na+].Cl[CH2:18][C:19]1[N:20]=[CH:21][N:22](C(C2C=CC=CC=2)(C2C=CC=CC=2)C2C=CC=CC=2)[C:23]=1[CH3:24].[C:44]([OH:47])(=[O:46])[CH3:45].CN(C=[O:52])C>C1COCC1.O>[C:1]([OH:14])(=[O:52])/[CH:6]=[CH:45]\[C:44]([OH:47])=[O:46].[CH3:24][C:23]1[NH:22][CH:21]=[N:20][C:19]=1[CH2:18][N:2]1[CH2:3][CH2:4][C:5]2[S:9][C:8]3[CH:10]=[CH:11][CH:12]=[CH:13][C:7]=3[C:6]=2[C:1]1=[O:14] |f:1.2,8.9|. Procedure: A solution of 3,4-dihydro-[1]benzothieno[3,2-c]pyridin-1(2H)- one (152mg) in dry DMF (3ml) was added dropwise to a stirred, ice-cooled suspension of sodium hydride (78% dispersion in oil; 29mg) in dry DMF (1ml) under nitrogen and stirring was continued at room temperature for 1.5h. A suspension of 4-chloromethyl-5-methyl-1-(triphenylmethyl)-1H-imidazole (560mg) in dry THF (4ml) was added dropwise and stirring was continued at room temperature for 18h. A mixture of acetic acid (5ml), water (5ml) ... Starting materials: O.[OH-].[Li+] (lithium hydroxide monohydrate), COC([C@H](CC(C)C)N1C(C=C(C1)OC1=C(C=C(C=C1)F)F)=O)=O ((S)-2-[4-(2,4-difluoro-phenoxy)-2-oxo-2,5-dihydro-pyrrol-1-yl]-4-methyl-pentanoic acid methyl ester), Cl (hydrochloric acid). Solvent: O1CCCC1 (tetrahydrofuran), O (water), O (water). Run at temperature 25 celsius, time 4 hour. Yields the product FC1=C(OC2=CC(N(C2)[C@H](C(=O)O)CC(C)C)=O)C=CC(=C1)F ((S)-2-[4-(2,4-difluoro-phenoxy)-2-oxo-2,5-dihydro-pyrrol-1-yl]-4-methyl-pentanoic acid). The yield is 97.3%. RXN SMILES: C[O:2][C:3](=[O:24])[C@@H:4]([N:9]1[CH2:13][C:12]([O:14][C:15]2[CH:20]=[CH:19][C:18]([F:21])=[CH:17][C:16]=2[F:22])=[CH:11][C:10]1=[O:23])[CH2:5][CH:6]([CH3:8])[CH3:7].O.[OH-].[Li+].Cl>O1CCCC1.O>[F:22][C:16]1[CH:17]=[C:18]([F:21])[CH:19]=[CH:20][C:15]=1[O:14][C:12]1[CH2:13][N:9]([C@@H:4]([CH2:5][CH:6]([CH3:8])[CH3:7])[C:3]([OH:24])=[O:2])[C:10](=[O:23])[CH:11]=1 |f:1.2.3|. Procedure details: A mixture of (S)-2-[4-(2,4-difluoro-phenoxy)-2-oxo-2,5-dihydro-pyrrol-1-yl]-4-methyl-pentanoic acid methyl ester (0.53 g, 1.58 mmol) in tetrahydrofuran (12 mL) and water (4 mL) was treated with lithium hydroxide monohydrate (80 mg, 1.89 mmol). The reaction was stirred at 25° C. for 4 h. At this time, the reaction was diluted with water (75 mL), acidified with a 2N aqueous hydrochloric acid solution and then extracted with 10% methanol/dichloromethane (3×50 mL). The combined organics were dried o... Starting materials: [OH-].[Li+] (Lithium hydroxide), COC([C@@H](NC(=O)C1=CC2=C(S1)C=CC=C2)CC(C)C)=O (N-benzo[b]thiophene-2-ylcarbonyl-L-leucine methyl ester), O (water), [CH]Cl (cHCl). Solvent: C1CCOC1.O (THF H2O). Reaction conditions: time 12 hour. Yields the product S1C2=C(C=C1C(=O)N[C@@H](CC(C)C)C(=O)O)C=CC=C2 (N-benzo[b]thiophene-2-ylcarbonyl-L-leucine). Yield: 71.0%. Reaction SMILES: [OH-].[Li+].C[O:4][C:5](=[O:23])[C@H:6]([CH2:19][CH:20]([CH3:22])[CH3:21])[NH:7][C:8]([C:10]1[S:14][C:13]2[CH:15]=[CH:16][CH:17]=[CH:18][C:12]=2[CH:11]=1)=[O:9].O.[CH]Cl>C1COCC1.O>[S:14]1[C:10]([C:8]([NH:7][C@H:6]([C:5]([OH:23])=[O:4])[CH2:19][CH:20]([CH3:22])[CH3:21])=[O:9])=[CH:11][C:12]2[CH:18]=[CH:17][CH:16]=[CH:15][C:13]1=2 |f:0.1,5.6,^3:24|. Procedure: Lithium hydroxide (1.41 g, 59 mmol) was added in one portion to a stirred solution of N-benzo[b]thiophene-2-ylcarbonyl-L-leucine methyl ester (8.99 g, 29.4 mmol) in THF/H2O (1/1, 300 ml). After stirring for 12 hours at room temperature, the mixture was poured into water and acidifed to pH 1 with cHCl and extracted with Et2O (×2). Evaporation under reduced pressure afforded the title compound as a yellow solid, 6.1 g, 71% yield.